This data is from the Open Reaction Database (ORD), a public repository of structured organic reaction records. The task is: describe an organic reaction: reactants, conditions, products, and yield Starting materials: CCN=C=NCCCN(C)C, CN(C)c1ccncc1, ClCCl, Nc1cc(Cl)ccn1, O, O=C(O)c1cccc(Cl)c1. The product is O=C(Nc1cc(Cl)ccn1)c1cccc(Cl)c1. RXN SMILES: [CH2:19]([N:20]=[C:21]=[N:22][CH2:23][CH2:24][CH2:25][N:26]([CH3:27])[CH3:28])[CH3:29].[CH3:31][N:32]([CH3:33])[c:34]1[cH:35][cH:36][n:37][cH:38][cH:39]1.[Cl:40][CH2:41][Cl:42].[NH2:1][c:2]1[n:3][cH:4][cH:5][c:6]([Cl:8])[cH:7]1.[OH2:30].[OH:9][C:10](=[O:11])[c:12]1[cH:13][cH:14][cH:15][c:16]([Cl:17])[cH:18]1>>[NH:1]([c:2]1[n:3][cH:4][cH:5][c:6]([Cl:8])[cH:7]1)[C:10](=[O:9])[c:12]1[cH:13][cH:14][cH:15][c:16]([Cl:17])[cH:18]1.